The task is: describe an organic reaction: reactants, conditions, products, and yield. This data is from the Open Reaction Database (ORD), a public repository of structured organic reaction records. Reactants: CN, CCO, COc1ccc(S(=O)(=O)Cl)cc1, ClC(Cl)Cl. Yields the product CNS(=O)(=O)c1ccc(OC)cc1. Reaction SMILES: [CH3:13][NH2:14].[CH3:19][CH2:20][OH:21].[CH3:1][O:2][c:3]1[cH:4][cH:5][c:6]([S:9](=[O:10])(=[O:11])[Cl:12])[cH:7][cH:8]1.[Cl:15][CH:16]([Cl:17])[Cl:18]>>[CH3:1][O:2][c:3]1[cH:4][cH:5][c:6]([S:9](=[O:10])(=[O:11])[NH:14][CH3:13])[cH:7][cH:8]1.